From a dataset of the Open Reaction Database (ORD), a public repository of structured organic reaction records. describe an organic reaction: reactants, conditions, products, and yield The reactants are C=O, COC(=O)c1ccc(C=O)cc1C, CO, Cc1nc(OCc2c(C(C)C)nnn2-c2ccccc2OC(F)(F)F)ccc1N. The product is COC(=O)c1ccc(CN(C)c2ccc(OCc3c(C(C)C)nnn3-c3ccccc3OC(F)(F)F)nc2C)cc1C. Reaction SMILES: [CH2:43]=[O:44].[CH3:30][O:31][C:32]([c:33]1[c:34]([CH3:41])[cH:35][c:36]([CH:39]=[O:40])[cH:37][cH:38]1)=[O:42].[CH3:45][OH:46].[CH:1]([CH3:2])([CH3:3])[c:4]1[c:5]([CH2:20][O:21][c:22]2[cH:23][cH:24][c:25]([NH2:29])[c:26]([CH3:28])[n:27]2)[n:6](-[c:9]2[c:10]([O:15][C:16]([F:17])([F:18])[F:19])[cH:11][cH:12][cH:13][cH:14]2)[n:7][n:8]1>>[CH:1]([CH3:2])([CH3:3])[c:4]1[c:5]([CH2:20][O:21][c:22]2[cH:23][cH:24][c:25]([N:29]([CH2:39][c:36]3[cH:35][c:34]([CH3:41])[c:33]([C:32]([O:31][CH3:30])=[O:42])[cH:38][cH:37]3)[CH3:43])[c:26]([CH3:28])[n:27]2)[n:6](-[c:9]2[c:10]([O:15][C:16]([F:17])([F:18])[F:19])[cH:11][cH:12][cH:13][cH:14]2)[n:7][n:8]1. Reactants: C([O-])(O)=O.[Na+] (sodium bicarbonate), resultant mixture, resultant mixture, ClC1=NC(=NC=N1)N[C@H]1CN(CC1)C1=CC=C(C=C1)F ((R)-4-chloro-N-[1-(4-fluorophenyl)pyrrolidin-3-yl]-1,3,5-triazin-2-amine), C(C)(=O)[O-].[Na+] (sodium acetate), C(C)(=O)O (acetic acid). Run in C(C)(=O)OCC (ethyl acetate), O (water). Yields the product FC1=CC=C(C=C1)N1C[C@@H](CC1)NC1=NC(NC=N1)=O ((R)-4-{[1-(4-Fluorophenyl)pyrrolidin-3-yl]amino}-1,3,5-triazin-2(1H)-one). Yield: 15.0%. RXN SMILES: Cl[C:2]1[N:7]=[CH:6][N:5]=[C:4]([NH:8][C@@H:9]2[CH2:13][CH2:12][N:11]([C:14]3[CH:19]=[CH:18][C:17]([F:20])=[CH:16][CH:15]=3)[CH2:10]2)[N:3]=1.C([O-])(=[O:23])C.[Na+].C(O)(=O)C.C(=O)(O)[O-].[Na+]>C(OCC)(=O)C.O>[F:20][C:17]1[CH:18]=[CH:19][C:14]([N:11]2[CH2:12][CH2:13][C@@H:9]([NH:8][C:4]3[N:5]=[CH:6][NH:7][C:2](=[O:23])[N:3]=3)[CH2:10]2)=[CH:15][CH:16]=1 |f:1.2,4.5|. Procedure details: To (R)-4-chloro-N-[1-(4-fluorophenyl)pyrrolidin-3-yl]-1,3,5-triazin-2-amine synthesized in Reference Synthesis Example 337, sodium acetate (153 mg, 1.11 mmol), acetic acid (2.0 mL), and water (0.40 mL) were added and the resultant mixture was stirred at 90° C. for 5 hours. After completion of the reaction, the reaction solution was added to saturated sodium bicarbonate aqueous solution and extraction from the resultant mixture with ethyl acetate was performed. The organic layer was dried over an... The reactants are CS(=O)(=O)N(CCOc1ccc(C#N)cc1)CCN1CC2CNCC(C1)O2, CC(=O)O[BH-](OC(C)=O)OC(C)=O, ClCCl, [Na+], O=Cc1cccnc1. Yields the product CS(=O)(=O)N(CCOc1ccc(C#N)cc1)CCN1CC2CN(Cc3cccnc3)CC(C1)O2. As a reaction SMILES: [C:1](#[N:2])[c:3]1[cH:4][cH:5][c:6]([O:7][CH2:8][CH2:9][N:10]([S:11](=[O:12])(=[O:13])[CH3:14])[CH2:15][CH2:16][N:17]2[CH2:18][CH:19]3[CH2:20][NH:21][CH2:22][CH:23]([CH2:24]2)[O:25]3)[cH:26][cH:27]1.[C:36]([O:37][BH-:38]([O:39][C:40](=[O:41])[CH3:42])[O:43][C:44](=[O:45])[CH3:46])(=[O:47])[CH3:48].[Cl:50][CH2:51][Cl:52].[Na+:49].[n:28]1[cH:29][c:30]([CH:34]=[O:35])[cH:31][cH:32][cH:33]1>>[C:1](#[N:2])[c:3]1[cH:4][cH:5][c:6]([O:7][CH2:8][CH2:9][N:10]([S:11](=[O:12])(=[O:13])[CH3:14])[CH2:15][CH2:16][N:17]2[CH2:18][CH:19]3[CH2:20][N:21]([CH2:34][c:30]4[cH:29][n:28][cH:33][cH:32][cH:31]4)[CH2:22][CH:23]([CH2:24]2)[O:25]3)[cH:26][cH:27]1. Starting materials: C(C)(=O)O (acetic acid), C[Si](C)(C)C=[N+]=[N-] (trimethylsilyldiazomethane), CCOCC (ether), FC1=C(C(=O)O)C=CN=C1C=C (3-fluoro-2-vinylisonicotinic acid). Run in CO (methanol). Product: FC1=C(C(=O)OC)C=CN=C1C=C (methyl 3-fluoro-2-vinylisonicotinate). As a reaction SMILES: [F:1][C:2]1[C:10]([CH:11]=[CH2:12])=[N:9][CH:8]=[CH:7][C:3]=1[C:4]([OH:6])=[O:5].[CH3:13][Si](C=[N+]=[N-])(C)C.CCOCC.C(O)(=O)C>CO>[F:1][C:2]1[C:10]([CH:11]=[CH2:12])=[N:9][CH:8]=[CH:7][C:3]=1[C:4]([O:6][CH3:13])=[O:5]. Procedure: To a solution of 3-fluoro-2-vinylisonicotinic acid (1.3 g, 7.8 mmol, from Step 1) in methanol (20 mL) cooled to 0° C., was added dropwise 2.0M trimethylsilyldiazomethane in ether (21.6 mL, 44 mmol). When the reaction was complete, acetic acid was added dropwise to quench excess reagent and the volume of solvent was reduced in vacuo. The mixture was partitioned between saturated sodium bicarbonate solution and DCM. The aqueous portion was extracted with a total of three portions of DCM. The combi... The reactants are COC(=O)c1cc(OCc2ccccc2)ccc1OC, C1CCOC1, CO, Cl, [Na+], [OH-]. The product is COc1ccc(OCc2ccccc2)cc1C(=O)O. Reaction SMILES: [CH2:1]([c:2]1[cH:3][cH:4][cH:5][cH:6][cH:7]1)[O:8][c:9]1[cH:10][cH:11][c:12]([O:19][CH3:20])[c:13]([C:14](=[O:15])[O:16][CH3:17])[cH:18]1.[CH2:22]1[O:23][CH2:24][CH2:25][CH2:26]1.[CH3:27][OH:28].[ClH:21].[Na+:30].[OH-:29]>>[CH2:1]([c:2]1[cH:3][cH:4][cH:5][cH:6][cH:7]1)[O:8][c:9]1[cH:10][cH:11][c:12]([O:19][CH3:20])[c:13]([C:14](=[O:15])[OH:16])[cH:18]1. The reactants are [H-].[Na+] (sodium hydride), COCNCC[C@H](O)C=1SC=CC1 ((S)-3-methoxymethylamino-1-(2-thienyl)propan-1-ol), CN(C=O)C (N,N-dimethylformamide), FC1=CC=CC2=CC=CC=C12 (1-fluoronaphthalene). Reaction conditions: temperature 70 celsius, time 8 hour. Product: CN(OC)CCC(C=1SC=CC1)OC1=CC=CC2=CC=CC=C12 (N-methyl-N-methoxyl-3-(1-naphthyloxy)-3-(2-thienyl)propylamine). Yield: 82.8%. RXN SMILES: CO[CH2:3][NH:4][CH2:5][CH2:6][C@@H:7]([C:9]1[S:10][CH:11]=[CH:12][CH:13]=1)[OH:8].[H-].[Na+].F[C:17]1[C:26]2[C:21](=[CH:22][CH:23]=[CH:24][CH:25]=2)[CH:20]=[CH:19][CH:18]=1.CN(C)[CH:29]=[O:30]>>[CH3:3][N:4]([CH2:5][CH2:6][CH:7]([O:8][C:17]1[C:26]2[C:21](=[CH:22][CH:23]=[CH:24][CH:25]=2)[CH:20]=[CH:19][CH:18]=1)[C:9]1[S:10][CH:11]=[CH:12][CH:13]=1)[O:30][CH3:29] |f:1.2|. Reported procedure: 10.0 g of (S)-3-methoxymethylamino-1-(2-thienyl)propan-1-ol from example 2 was dissolved in 30 mL of N,N-dimethylformamide at ambient temperature, to which was added sodium hydride (3.9 g, 60%) with vigorous stirring. Then, 9.4 g of 1-fluoronaphthalene was added and the mixture was stirred at 70° C. for 8 hours. Upon completion of naphthalenation, the reaction mixture was quenched with water (90 mL). After extraction with toluene (30 mL×3), the organic layer was combined and concentrated. Subseq... Reagents/catalysts: C1=CC=C(C=C1)P([C-]2C=CC=C2)C3=CC=CC=C3.C1=CC=C(C=C1)P([C-]2C=CC=C2)C3=CC=CC=C3.Cl[Pd]Cl.[Fe+2] ([1,1′-Bis(diphenylphosphino)ferrocene]palladium(II)chloride). Procedure: A suspension of 5-bromo-2-ethylbenzaldehyde (1.0 g, 4.7 mmol), 2,4-dichlorophenyl boronic acid (1.34 g, 7.0 mmol) and sodium carbonate (0.99 g, 7.98 mmol) in a mixed solvent system of 1,2-dimethoxyethane (12 ml) and distilled water (4 ml) is stirred under a nitrogen atmosphere, then flushed with nitrogen (×2). [1,1′-Bis(diphenylphosphino)ferrocene]palladium(II)chloride (1.15 g, 1.41 mmol) is then added in one portion and the suspension is again flushed with nitrogen, then heated at reflux overni... Starting materials: BrC=1C=CC(=C(C=O)C1)CC (5-bromo-2-ethylbenzaldehyde), ClC1=C(C=CC(=C1)Cl)B(O)O (2,4-dichlorophenyl boronic acid), C([O-])([O-])=O.[Na+].[Na+] (sodium carbonate). The product is ClC1=C(C=CC(=C1)Cl)C1=CC(=C(C=C1)CC)C=O (2′,4′-dichloro-4-ethylbiphenyl-3-carbaldehyde). Solvent: COCCOC (1,2-dimethoxyethane). RXN SMILES: Br[C:2]1[CH:3]=[CH:4][C:5]([CH2:10][CH3:11])=[C:6]([CH:9]=1)[CH:7]=[O:8].[Cl:12][C:13]1[CH:18]=[C:17]([Cl:19])[CH:16]=[CH:15][C:14]=1B(O)O.C(=O)([O-])[O-].[Na+].[Na+]>C1C=CC(P(C2C=CC=CC=2)[C-]2C=CC=C2)=CC=1.C1C=CC(P(C2C=CC=CC=2)[C-]2C=CC=C2)=CC=1.Cl[Pd]Cl.[Fe+2].COCCOC>[Cl:12][C:13]1[CH:18]=[C:17]([Cl:19])[CH:16]=[CH:15][C:14]=1[C:2]1[CH:3]=[CH:4][C:5]([CH2:10][CH3:11])=[C:6]([CH:7]=[O:8])[CH:9]=1 |f:2.3.4,5.6.7.8|. The reactants are ClCC1CC=CCC1 (4-chloromethylcyclohexene), C1(CCC(CC1)O)O (1,4-cyclohexanediol), [OH-].[Na+] (NaOH). Reagents/catalysts: [Br-].C(CCC)[N+](CCCC)(CCCC)CCCC (tetrabutylammonium bromide). Solvent: C1(=CC=CC=C1)C (toluene). Reaction conditions: temperature 90 celsius, time 5 hour. Product: C1(CC=CCC1)COC1CCC(CC1)O (4-(cyclohex-3-enylmethoxy)cyclohexanol). The yield is 61.8%. RXN SMILES: Cl[CH2:2][CH:3]1[CH2:8][CH2:7][CH:6]=[CH:5][CH2:4]1.[CH:9]1([OH:16])[CH2:14][CH2:13][CH:12]([OH:15])[CH2:11][CH2:10]1.[OH-].[Na+]>[Br-].C([N+](CCCC)(CCCC)CCCC)CCC.C1(C)C=CC=CC=1>[CH:3]1([CH2:2][O:15][CH:12]2[CH2:13][CH2:14][CH:9]([OH:16])[CH2:10][CH2:11]2)[CH2:8][CH2:7][CH:6]=[CH:5][CH2:4]1 |f:2.3,4.5|. Procedure details: To toluene (500 g) were added 4-chloromethylcyclohexene (0.1 mol), 1,4-cyclohexanediol (0.5 mol), and tetrabutylammonium bromide (0.01 mol), the mixture was raised in temperature to 90° C., and a 5 N NaOH aqueous solution (100 g) was added dropwise thereto, followed by stirring for 5 hours. A toluene solution (toluene layer) was rinsed with water, concentrated, purified by silica gel chromatography, and thereby yielded 13 g of 4-(cyclohex-3-enylmethoxy)cyclohexanol with a purity of 99%. Reactants: COC1=CC=C(C=C1)C=1N=CC(NC1)=O (5-(4-methoxyphenyl)-2(1H)pyrazinone), P(=O)(Br)(Br)Br (phosphorusoxybromide). Run in O (water). Run at time 18 hour. Product: BrC1=NC=C(N=C1)C1=CC=C(C=C1)OC (2-Bromo-5-(4-methoxyphenyl)pyrazine). Reaction SMILES: [CH3:1][O:2][C:3]1[CH:8]=[CH:7][C:6]([C:9]2[N:10]=[CH:11][C:12](=O)[NH:13][CH:14]=2)=[CH:5][CH:4]=1.P(Br)(Br)([Br:18])=O>O>[Br:18][C:12]1[CH:11]=[N:10][C:9]([C:6]2[CH:7]=[CH:8][C:3]([O:2][CH3:1])=[CH:4][CH:5]=2)=[CH:14][N:13]=1. Procedure details: 26.1 g of 5-(4-methoxyphenyl)-2(1H)pyrazinone and 140 g of phosphorusoxybromide are heated to 100° C. for 45 minutes. After cooling, the hardened mass is added in batches to ice and water, with stirring. After 30 minutes stirring the mixture is left to stand for 18 hours and the precipitate is suction filtered. The filtrate is extracted with methylene chloride and the precipitate is dissolved in methylene chloride extract. The methylene chloride solution is washed with sodium bicarbonate solutio...